This data is from the Open Reaction Database (ORD), a public repository of structured organic reaction records. The task is: describe an organic reaction: reactants, conditions, products, and yield Starting materials: COC1=CC=C(C=C1)C1CC2=CC(=C(C(=C2C1=O)OC)OC)OC (2-(4-Methoxyphenyl)-4,5,6-trimethoxyindan-3-one). The reagents and catalysts are [Pd] (Pd-C). Solvent: C(C)(=O)O (acetic acid). The product is COC1=CC=C(C=C1)C1CC2=CC(=C(C(=C2C1)OC)OC)OC (2-(4-Methoxyphenyl)-4,5,6-trimethoxyindane). Isolated yield 98.9%. Reaction SMILES: [CH3:1][O:2][C:3]1[CH:8]=[CH:7][C:6]([CH:9]2[C:17](=O)[C:16]3[C:11](=[CH:12][C:13]([O:23][CH3:24])=[C:14]([O:21][CH3:22])[C:15]=3[O:19][CH3:20])[CH2:10]2)=[CH:5][CH:4]=1>C(O)(=O)C.[Pd]>[CH3:1][O:2][C:3]1[CH:4]=[CH:5][C:6]([CH:9]2[CH2:17][C:16]3[C:11](=[CH:12][C:13]([O:23][CH3:24])=[C:14]([O:21][CH3:22])[C:15]=3[O:19][CH3:20])[CH2:10]2)=[CH:7][CH:8]=1. Reported procedure: A mixture of the ketone 34 (250 mg, 0.74 mmol) and 10% Pd-C (100 mg) in acetic acid (40 mL) was subjected to hydrogenolysis at 42 psi hydrogen pressure until the absorption of hydrogen ceased. Filtration and evaporation of the reaction solution gave an oil. It was purified by flash chromatography (ether:hexane, 70:30 by volume, silica gel 230-400 mesh) to afford 35 as a colorless oil(230 mg, 96.2%). TLC only showed one spot. 1H NMR (CDCl3, 500 MHz) δ7.22 (d, 2H, J=8 Hz), 6.72 (d, 2H, J=8 Hz), 6.... Reactants: [Al](C)(C)C (Al(Me)3), C(C)OC(=O)C1=NC(=CC=C1NC=1C=NC=NC1)CC (6-Ethyl-3-(pyrimidin-5-ylamino)-pyridine-2-carboxylic acid ethyl ester), NC=1SC=C(N1)C (2-Amino-4-methyl-thiazole). Product: CC=1N=C(SC1)NC(=O)C1=NC(=CC=C1NC=1C=NC=NC1)CC (6-Ethyl-3-(pyrimidin-5-ylamino)-pyridine-2-carboxylic acid (4-methyl-thiazol-2-yl)-amide). RXN SMILES: [Al](C)(C)C.C(O[C:8]([C:10]1[C:15]([NH:16][C:17]2[CH:18]=[N:19][CH:20]=[N:21][CH:22]=2)=[CH:14][CH:13]=[C:12]([CH2:23][CH3:24])[N:11]=1)=[O:9])C.[NH2:25][C:26]1[S:27][CH:28]=[C:29]([CH3:31])[N:30]=1>>[CH3:31][C:29]1[N:30]=[C:26]([NH:25][C:8]([C:10]2[C:15]([NH:16][C:17]3[CH:22]=[N:21][CH:20]=[N:19][CH:18]=3)=[CH:14][CH:13]=[C:12]([CH2:23][CH3:24])[N:11]=2)=[O:9])[S:27][CH:28]=1. Procedure: The Al(Me)3-catalyzed reaction of 6-Ethyl-3-(pyrimidin-5-ylamino)-pyridine-2-carboxylic acid ethyl ester and 2-Amino-4-methyl-thiazole in accordance with the general method of Example 78, step 2 yielded the title compound as a yellow cristalline solid, MS (ISP): m/e=340.9 (M+H+). The reactants are [H-].[Na+] (NaH), BrC1=CC=CC(=N1)NC(OC(C)(C)C)=O (tert-butyl 6-bromopyridin-2-ylcarbamate), C(=O)([O-])[O-].[K+].[K+] (K2CO3), CC1=CC=C(C=C1)S(=O)(=O)OCC1CC(OCC1)(C)C ((2,2-dimethyltetrahydro-2H-pyran-4-yl)methyl 4-methylbenzenesulfonate). Solvent: CN(C)C=O (DMF), CCOC(=O)C (EtOAc), C(=O)(O)[O-].[Na+] (NaHCO3). Run at temperature 45 celsius, time 4 hour. Yields the product BrC1=CC=CC(=N1)N(C(OC(C)(C)C)=O)CC1CC(OCC1)(C)C ((R/S)-tert-butyl 6-bromopyridin-2-yl((2,2-dimethyltetrahydro-2H-pyran-4-yl)methyl)carbamate). RXN SMILES: [Br:1][C:2]1[N:7]=[C:6]([NH:8][C:9](=[O:15])[O:10][C:11]([CH3:14])([CH3:13])[CH3:12])[CH:5]=[CH:4][CH:3]=1.C([O-])([O-])=O.[K+].[K+].CC1C=CC(S(O[CH2:33][CH:34]2[CH2:39][CH2:38][O:37][C:36]([CH3:41])([CH3:40])[CH2:35]2)(=O)=O)=CC=1.[H-].[Na+]>CN(C=O)C.CCOC(C)=O.C([O-])(O)=O.[Na+]>[Br:1][C:2]1[N:7]=[C:6]([N:8]([CH2:33][CH:34]2[CH2:39][CH2:38][O:37][C:36]([CH3:41])([CH3:40])[CH2:35]2)[C:9](=[O:15])[O:10][C:11]([CH3:12])([CH3:14])[CH3:13])[CH:5]=[CH:4][CH:3]=1 |f:1.2.3,5.6,9.10|. Procedure: To a mixture of tert-butyl 6-bromopyridin-2-ylcarbamate (686 mg, 2.51 mmol), K2CO3 (347 mg, 2.51 mmol), (2,2-dimethyltetrahydro-2H-pyran-4-yl)methyl 4-methylbenzenesulfonate (750 mg, 2.51 mmol) in DMF (10 mL) was added carefully NaH (60 wt. %, 141 mg, 3.52 mmol) in portions [Caution: gas development!]. The resulting mixture was stirred at about 45° C. for 4 hr. The mixture was warmed to ambient temperature and was diluted with EtOAc (˜50 mL) and saturated aqueous NaHCO3. The organic layer was se...